Dataset: the Open Reaction Database (ORD), a public repository of structured organic reaction records. Task: describe an organic reaction: reactants, conditions, products, and yield The reactants are Cl.COC([C@@H](N)CCC)=O (L-norvaline methyl ester-hydrochloride), FC=1C=C2CCC(CC2=C(C1)F)=O (6,8-difluoro-3,4-dihydro-1H-naphthalen-2-one), C(C)(=O)O[BH-](OC(C)=O)OC(C)=O.[Na+] (sodium triacetoxy borohydride). The solvent is C(Cl)Cl (methylene chloride). Reaction conditions: time 8 hour. Product: COC(C(CCC)NC1CC2=C(C=C(C=C2CC1)F)F)=O (2-(6,8-Difluoro-1,2,3,4-tetrahydro-naphthalen-2-ylamino)-pentanoic acid methyl ester). Reaction SMILES: Cl.[CH3:2][O:3][C:4](=[O:10])[C@H:5]([CH2:7][CH2:8][CH3:9])[NH2:6].[F:11][C:12]1[CH:13]=[C:14]2[C:19](=[C:20]([F:22])[CH:21]=1)[CH2:18][C:17](=O)[CH2:16][CH2:15]2.C(O[BH-](OC(=O)C)OC(=O)C)(=O)C.[Na+]>C(Cl)Cl>[CH3:2][O:3][C:4](=[O:10])[CH:5]([NH:6][CH:17]1[CH2:16][CH2:15][C:14]2[C:19](=[C:20]([F:22])[CH:21]=[C:12]([F:11])[CH:13]=2)[CH2:18]1)[CH2:7][CH2:8][CH3:9] |f:0.1,3.4|. Procedure: Combine L-norvaline methyl ester-hydrochloride (1 equiv) with 6,8-difluoro-3,4-dihydro-1H-naphthalen-2-one (1 equiv) in methylene chloride and stir 30 min. and add sodium triacetoxy borohydride (1.1 equiv) and stir at rt overnight. The reaction is quenched with aqueous sodium bicarbonate, extracted with methylene chloride, dried, and concentrated. The resultant material is purified by silica gel chromatography to afford the separated diastereomers of 2-(6,8-Difluoro-1,2,3,4-tetrahydro-naphthalen... Starting materials: COC(C(CC1=CC=C(C=C1)CCN(C(=O)NC1=C(C=C(C=C1)F)F)CCCCCCC)OCC)=O (3-(4-{2-[3-(2,4-difluoro-phenyl)-1-heptyl-ureido]-ethyl}-phenyl)-2-ethoxy-propionic acid methyl ester), [Li+].[OH-] (LiOH). The solvent is O1CCCC1 (tetrahydrofuran). Run at time 94 hour. Yields the product FC1=C(C=CC(=C1)F)NC(N(CCCCCCC)CCC1=CC=C(C=C1)CC(C(=O)O)OCC)=O (3-(4-{2-[3-(2,4-difluoro-phenyl)-1-heptyl-ureido]-ethyl}-phenyl)-2-ethoxy-propionic acid). The yield is 61.6%. RXN SMILES: C[O:2][C:3](=[O:36])[CH:4]([O:33][CH2:34][CH3:35])[CH2:5][C:6]1[CH:11]=[CH:10][C:9]([CH2:12][CH2:13][N:14]([CH2:26][CH2:27][CH2:28][CH2:29][CH2:30][CH2:31][CH3:32])[C:15]([NH:17][C:18]2[CH:23]=[CH:22][C:21]([F:24])=[CH:20][C:19]=2[F:25])=[O:16])=[CH:8][CH:7]=1.[Li+].[OH-]>O1CCCC1>[F:25][C:19]1[CH:20]=[C:21]([F:24])[CH:22]=[CH:23][C:18]=1[NH:17][C:15](=[O:16])[N:14]([CH2:13][CH2:12][C:9]1[CH:8]=[CH:7][C:6]([CH2:5][CH:4]([O:33][CH2:34][CH3:35])[C:3]([OH:36])=[O:2])=[CH:11][CH:10]=1)[CH2:26][CH2:27][CH2:28][CH2:29][CH2:30][CH2:31][CH3:32] |f:1.2|. Procedure: A solution of 3-(4-{2-[3-(2,4-difluoro-phenyl)-1-heptyl-ureido]-ethyl}-phenyl)-2-ethoxy-propionic acid methyl ester (44 mg, 0.087 mmol) and 1 M LiOH (0.26 mmol, 0.26 mL) in tetrahydrofuran (2 mL) was allowed to stir at room temperature for 94 hours. The solution was quenched by the addition of 2 N HCL until the solution had a pH<2. After dilution with twice its volume in water, the aqueous layer was extracted with diethyl ether (2×). The organic layers were combined, washed with 2 M HCl (2×), dr...